From a dataset of the Open Reaction Database (ORD), a public repository of structured organic reaction records. describe an organic reaction: reactants, conditions, products, and yield Run in CN(C)C=O (DMF). Procedure details: To a solution of Example 39 (0.7 g, 1.5 mmol) in 50 mL of DMF was added K2CO3 (0.25 g, 1.2 equiv.) and ethylbromoacetate (0.2 mL, 1.1 equiv.). The resulting mixture was heated at 60° C. for 16 hours until disappearance of the starting material (tic monitoring, DCM:MeOH (95:5)). A new compound was formed (Rf=0.8). After evaporation of DMF, the residue was taken up in 150 mL of DCM, washed with 2×50 mL of water, dried over Na2SO4 and purified via radial chromatography with DCM to give the title co... Reactants: C1OC=2C=C(C=CC2O1)C1N(CCC=2C3=CC=CC=C3NC12)C(\C=C\C1=CC=C(C=C1)CO)=O ((E)-1-[1-(3,4-Methylenedioxyphenyl)-1,3,4,9-tetrahydro-β-carbolin-2-yl]-3-(4-hydroxymethylphenyl)propene-1-one), C(=O)([O-])[O-].[K+].[K+] (K2CO3), C(C)OC(CBr)=O (ethylbromoacetate), C(Cl)Cl.CO (DCM MeOH). Isolated yield 11.0%. As a reaction SMILES: [CH2:1]1[O:9][C:8]2[CH:7]=[CH:6][C:5]([CH:10]3[C:22]4[NH:21][C:20]5[C:15](=[CH:16][CH:17]=[CH:18][CH:19]=5)[C:14]=4[CH2:13][CH2:12][N:11]3[C:23](=[O:34])/[CH:24]=[CH:25]/[C:26]3[CH:31]=[CH:30][C:29]([CH2:32][OH:33])=[CH:28][CH:27]=3)=[CH:4][C:3]=2[O:2]1.C([O-])([O-])=O.[K+].[K+].[CH2:41]([O:43][C:44](=[O:47])[CH2:45]Br)[CH3:42].C(Cl)Cl.CO>CN(C=O)C>[O:34]=[C:23]([N:11]1[CH2:12][CH2:13][C:14]2[C:15]3[C:20](=[CH:19][CH:18]=[CH:17][CH:16]=3)[NH:21][C:22]=2[CH:10]1[C:5]1[CH:6]=[CH:7][C:8]2[O:9][CH2:1][O:2][C:3]=2[CH:4]=1)/[CH:24]=[CH:25]/[C:26]1[CH:27]=[CH:28][C:29]([CH2:32][O:33][CH2:45][C:44]([O:43][CH2:41][CH3:42])=[O:47])=[CH:30][CH:31]=1 |f:1.2.3,5.6|. The product is O=C(/C=C/C1=CC=C(COCC(=O)OCC)C=C1)N1C(C=2NC3=CC=CC=C3C2CC1)C1=CC2=C(C=C1)OCO2 ((E)-(4-[3-Oxo-3-(1-(3,4-methylenedioxyphenyl)-1,3,4,9-tetrahydro-β-carbolin-2-yl)propenyl]benzyloxy)acetic Acid, Ethyl Ester). The reactants are CCCc1nc(SC)nc(O)c1Cc1ccc(-c2ccccc2C#N)cc1, COCCOCCOC. Yields the product CCCc1ncnc(O)c1Cc1ccc(-c2ccccc2C#N)cc1. RXN SMILES: [CH2:1]([CH2:2][CH3:3])[c:4]1[c:5]([CH2:13][c:14]2[cH:15][cH:16][c:17](-[c:20]3[c:21]([C:26]#[N:27])[cH:22][cH:23][cH:24][cH:25]3)[cH:18][cH:19]2)[c:6]([OH:12])[n:7][c:8]([S:10][CH3:11])[n:9]1.[CH3:28][O:29][CH2:30][CH2:31][O:32][CH2:33][CH2:34][O:35][CH3:36]>>[CH2:1]([CH2:2][CH3:3])[c:4]1[c:5]([CH2:13][c:14]2[cH:15][cH:16][c:17](-[c:20]3[c:21]([C:26]#[N:27])[cH:22][cH:23][cH:24][cH:25]3)[cH:18][cH:19]2)[c:6]([OH:12])[n:7][cH:8][n:9]1. Starting materials: ClCCl, CC(C)CC(N)C(=O)NC1CCC2CN(Cc3cccc(C(F)(F)F)c3)CC21, CC(C)(C)N=C=O. Product: CC(C)CC(NC(=O)NC(C)(C)C)C(=O)NC1CCC2CN(Cc3cccc(C(F)(F)F)c3)CC21. As a reaction SMILES: [Cl:36][CH2:37][Cl:38].[F:1][C:2]([c:3]1[cH:4][c:5]([CH2:6][N:7]2[CH2:8][CH:9]3[CH:10]([CH2:11]2)[CH:12]([NH:15][C:16]([CH:17]([NH2:18])[CH2:19][CH:20]([CH3:21])[CH3:22])=[O:23])[CH2:13][CH2:14]3)[cH:24][cH:25][cH:26]1)([F:27])[F:28].[N:29](=[C:30]=[O:31])[C:32]([CH3:33])([CH3:34])[CH3:35]>>[F:1][C:2]([c:3]1[cH:4][c:5]([CH2:6][N:7]2[CH2:8][CH:9]3[CH:10]([CH2:11]2)[CH:12]([NH:15][C:16]([CH:17]([NH:18][C:30]([NH:29][C:32]([CH3:33])([CH3:34])[CH3:35])=[O:31])[CH2:19][CH:20]([CH3:21])[CH3:22])=[O:23])[CH2:13][CH2:14]3)[cH:24][cH:25][cH:26]1)([F:27])[F:28].